This data is from the Open Reaction Database (ORD), a public repository of structured organic reaction records. The task is: describe an organic reaction: reactants, conditions, products, and yield Reactants: C1CCOC1, CCCN(C)C(=O)c1cc(C(=O)OC)cc(-c2ccccc2F)c1, CO, [Na+], [OH-]. Yields the product CCCN(C)C(=O)c1cc(C(=O)O)cc(-c2ccccc2F)c1. Reaction SMILES: [CH2:29]1[O:30][CH2:31][CH2:32][CH2:33]1.[CH3:1][O:2][C:3](=[O:4])[c:5]1[cH:6][c:7](-[c:18]2[c:19]([F:24])[cH:20][cH:21][cH:22][cH:23]2)[cH:8][c:9]([C:11]([N:12]([CH2:13][CH2:14][CH3:15])[CH3:16])=[O:17])[cH:10]1.[CH3:27][OH:28].[Na+:26].[OH-:25]>>[O:2]=[C:3]([OH:4])[c:5]1[cH:6][c:7](-[c:18]2[c:19]([F:24])[cH:20][cH:21][cH:22][cH:23]2)[cH:8][c:9]([C:11]([N:12]([CH2:13][CH2:14][CH3:15])[CH3:16])=[O:17])[cH:10]1. Reactants: CC(C)C(=O)N1CCN(C(=O)c2cc3cc(C(=O)N4CCN(C(C)C)CC4)ccc3[nH]2)CC1, OB(O)c1ccc(Cl)nc1. Yields the product CC(C)C(=O)N1CCN(C(=O)c2cc3cc(C(=O)N4CCN(C(C)C)CC4)ccc3n2-c2ccc(Cl)nc2)CC1. Reaction SMILES: [CH:1]([CH3:2])([CH3:3])[N:4]1[CH2:5][CH2:6][N:7]([C:10](=[O:11])[c:12]2[cH:13][c:14]3[cH:15][c:16]([C:21](=[O:22])[N:23]4[CH2:24][CH2:25][N:26]([C:29]([CH:30]([CH3:31])[CH3:32])=[O:33])[CH2:27][CH2:28]4)[nH:17][c:18]3[cH:19][cH:20]2)[CH2:8][CH2:9]1.[Cl:34][c:35]1[n:36][cH:37][c:38]([B:41]([OH:42])[OH:43])[cH:39][cH:40]1>>[CH:1]([CH3:2])([CH3:3])[N:4]1[CH2:5][CH2:6][N:7]([C:10](=[O:11])[c:12]2[cH:13][c:14]3[cH:15][c:16]([C:21](=[O:22])[N:23]4[CH2:24][CH2:25][N:26]([C:29]([CH:30]([CH3:31])[CH3:32])=[O:33])[CH2:27][CH2:28]4)[n:17](-[c:38]4[cH:37][n:36][c:35]([Cl:34])[cH:40][cH:39]4)[c:18]3[cH:19][cH:20]2)[CH2:8][CH2:9]1.